This data is from the Open Reaction Database (ORD), a public repository of structured organic reaction records. The task is: describe an organic reaction: reactants, conditions, products, and yield The reactants are solid, Cl.Cl.Cl.O1CCC=2C1=C(N=CC2)N2CCN(CC2)CC[C@@H]2CC[C@H](CC2)N (trans-4-{2-[4-(2,3-dihydro-furo[2,3-c]pyridin-7-yl)-piperazin-1-yl]-ethyl}-cyclohexylamine trihydrochloride), Cl.Cl.Cl.O1CCC=2C1=C(N=CC2)N2CCN(CC2)CC[C@@H]2CC[C@H](CC2)N (trans-4-{2-[4-(2,3-dihydro-furo[2,3-c]pyridin-7-yl)-piperazin-1-yl]-ethyl}-cyclohexylamine trihydrochloride), CC1=NC(=NO1)C=1C=C(C(=O)O)C=CC1 (3-(5-methyl-[1,2,4]oxadiazol-3-yl)-benzoic acid). The product is O1CCC=2C1=C(N=CC2)N2CCN(CC2)CC[C@@H]2CC[C@H](CC2)NC(C2=CC(=CC=C2)C2=NOC(=N2)C)=O (trans-N-(4-{2-[4-(2,3-Dihydro-furo[2,3-c]pyridin-7-yl)-piperazin-1-yl]-ethyl}-cyclohexyl)-3-(5-methyl-[1,2,4]oxadiazol-3-yl)-benzamide). Reaction SMILES: Cl.Cl.Cl.[O:4]1[C:8]2=[C:9]([N:13]3[CH2:18][CH2:17][N:16]([CH2:19][CH2:20][C@H:21]4[CH2:26][CH2:25][C@H:24]([NH2:27])[CH2:23][CH2:22]4)[CH2:15][CH2:14]3)[N:10]=[CH:11][CH:12]=[C:7]2[CH2:6][CH2:5]1.[CH3:28][C:29]1[O:33][N:32]=[C:31]([C:34]2[CH:35]=[C:36]([CH:40]=[CH:41][CH:42]=2)[C:37](O)=[O:38])[N:30]=1>>[O:4]1[C:8]2=[C:9]([N:13]3[CH2:18][CH2:17][N:16]([CH2:19][CH2:20][C@H:21]4[CH2:26][CH2:25][C@H:24]([NH:27][C:37](=[O:38])[C:36]5[CH:40]=[CH:41][CH:42]=[C:34]([C:31]6[N:30]=[C:29]([CH3:28])[O:33][N:32]=6)[CH:35]=5)[CH2:23][CH2:22]4)[CH2:15][CH2:14]3)[N:10]=[CH:11][CH:12]=[C:7]2[CH2:6][CH2:5]1 |f:0.1.2.3|. Procedure: The title compound, white solid (120 mg, 93%), MS (ISP) m/z=517.5 [(M+H)+], mp 227.5° C., was prepared in accordance with the general method of example 6 from trans-4-{2-[4-(2,3-dihydro-furo[2,3-c]pyridin-7-yl)-piperazin-1-yl]-ethyl}-cyclohexylamine trihydrochloride (intermediate B) (110 mg, 0.25 mmol) and 3-(5-methyl-[1,2,4]oxadiazol-3-yl)-benzoic acid. Reactants: FC(C(=O)NC1=C(C=CC=C1)CC#N)(C(C(F)(F)F)(F)F)F (2,2,3,3,4,4,4-heptafluoro-N-[2-(cyanomethyl)phenyl]butanamide), [N-]=[N+]=[N-].[Na+] (sodium azide), [Cl-].[NH4+] (ammonium chloride), CN(C=O)C (dimethylformamide). Run in O (water). Reaction conditions: temperature 130 celsius. Product: FC(C(=O)NC1=C(C=CC=C1)CC1=NN=NN1)(C(C(F)(F)F)(F)F)F (2,2,3,3,4,4,4-Heptafluoro-N-[2-(1H-tetrazol-5-ylmethyl)phenyl]butanamide). Yield: 18.9%. RXN SMILES: [F:1][C:2]([F:22])([C:15]([F:21])([F:20])[C:16]([F:19])([F:18])[F:17])[C:3]([NH:5][C:6]1[CH:11]=[CH:10][CH:9]=[CH:8][C:7]=1[CH2:12][C:13]#[N:14])=[O:4].[N-:23]=[N+:24]=[N-:25].[Na+].[Cl-].[NH4+].CN(C)C=O>O>[F:1][C:2]([F:22])([C:15]([F:20])([F:21])[C:16]([F:19])([F:18])[F:17])[C:3]([NH:5][C:6]1[CH:11]=[CH:10][CH:9]=[CH:8][C:7]=1[CH2:12][C:13]1[NH:25][N:24]=[N:23][N:14]=1)=[O:4] |f:1.2,3.4|. Procedure: A mixture of 2,2,3,3,4,4,4-heptafluoro-N-[2-(cyanomethyl)phenyl]butanamide (15 g), sodium azide (14.85 g), ammonium chloride (12.22 g) and dimethylformamide (200 mL) was heated in a 130° C. oil bath under a nitrogen atmosphere overnight. The reaction mixture was cooled to room temperature, water (100 mL) was added and the product was extracted with ethylacetate (3×200 mL). The combined extracts were dried over Na2SO4, filtered and concentrated with a rotary evaporator. The brown residue was puri... Starting materials: BrC1=CC2=C(N(CCO2)C)C=C1 (7-bromo-4-methyl-3,4-dihydro-2H-benzo[1,4]oxazine), C(CCC)[Li] (n-butyllithium), COC=1C=C(C(=O)Cl)C=C(C1)OC (3,5-dimethoxy-benzoyl chloride). The solvent is C1CCOC1 (THF), C1CCOC1 (THF). Conditions: time 10 minute. Product: COC=1C=C(C=C(C1)OC)C(=O)C1=CC2=C(N(CCO2)C)C=C1 ((3,5-dimethoxy-phenyl)-(4-methyl-3,4-dihydro-2H-benzo[1,4]oxazin-7-yl)-methanone). Yield: 31.9%. As a reaction SMILES: Br[C:2]1[CH:12]=[CH:11][C:5]2[N:6]([CH3:10])[CH2:7][CH2:8][O:9][C:4]=2[CH:3]=1.C([Li])CCC.[CH3:18][O:19][C:20]1[CH:21]=[C:22]([CH:26]=[C:27]([O:29][CH3:30])[CH:28]=1)[C:23](Cl)=[O:24]>C1COCC1>[CH3:30][O:29][C:27]1[CH:26]=[C:22]([C:23]([C:2]2[CH:12]=[CH:11][C:5]3[N:6]([CH3:10])[CH2:7][CH2:8][O:9][C:4]=3[CH:3]=2)=[O:24])[CH:21]=[C:20]([O:19][CH3:18])[CH:28]=1. Procedure details: To a solution of 7-bromo-4-methyl-3,4-dihydro-2H-benzo[1,4]oxazine (0.9 g, 3.9 mmol) in THF (10 mL) was added n-butyllithium (1.3 mL, 2.5 N, 3.3 mmol) at −78° C. After 10 min, the solution was added to a solution of 3,5-dimethoxy-benzoyl chloride (650 mg, 3.2 mmol) in THF (10 mL) at −78° C. After 1 h, the cold bath was removed and the mixture was allowed to warm to room temperature. To the mixture was added iso-propanol (2 mL), water (30 mL) and ethyl acetate (50 mL). The aqueous layer was extra... Starting materials: CN1CCCC1=O, C=Cc1ccc(=O)[nH]c1, CN1CCc2[nH]c3ccc(Cl)cc3c2C1, [K+], [OH-]. The product is CN1CCc2c(c3cc(Cl)ccc3n2CCc2ccc(=O)[nH]c2)C1. Reaction SMILES: [CH3:27][N:28]1[CH2:29][CH2:30][CH2:31][C:32]1=[O:33].[CH:16](=[CH2:17])[c:18]1[cH:19][cH:20][c:21](=[O:24])[nH:22][cH:23]1.[Cl:1][c:2]1[cH:3][c:4]2[c:5]3[c:6]([nH:7][c:8]2[cH:9][cH:10]1)[CH2:11][CH2:12][N:13]([CH3:15])[CH2:14]3.[K+:26].[OH-:25]>>[Cl:1][c:2]1[cH:3][c:4]2[c:5]3[c:6]([n:7]([CH2:17][CH2:16][c:18]4[cH:19][cH:20][c:21](=[O:24])[nH:22][cH:23]4)[c:8]2[cH:9][cH:10]1)[CH2:11][CH2:12][N:13]([CH3:15])[CH2:14]3. Reactants: C(C)(C)(C)C1=CC=C(C=C1)N1C(N(C(C1=O)(C)C)CC1=CC=2N(C=C1)OC(N2)=S)=O (3-(4-tert-butylphenyl)-5,5-dimethyl-1-[(2-thioxo-2H-[1,2,4]oxadiazolo[2,3-a]pyridin-7-yl)methyl]imidazolidine-2,4-dione), CN(CCCN)C (N,N-dimethyl-1,3-propanediamine). Run in O1CCOCC1 (dioxane). The product is C(C)(C)(C)C1=CC=C(C=C1)N1C(N(C(C1=O)(C)C)CC1=CC(=NC=C1)NC(=O)NCCCN(C)C)=O (1-(4-{[3-(4-tert-butylphenyl)-5,5-dimethyl-2,4-dioxoimidazolidin-1-yl]methyl}pyridin-2-yl)-3-[3-(dimethylamino)propyl]urea). Reaction SMILES: [C:1]([C:5]1[CH:10]=[CH:9][C:8]([N:11]2[C:15](=[O:16])[C:14]([CH3:18])([CH3:17])[N:13]([CH2:19][C:20]3[CH:25]=[CH:24][N:23]4[O:26][C:27](=S)[N:28]=[C:22]4[CH:21]=3)[C:12]2=[O:30])=[CH:7][CH:6]=1)([CH3:4])([CH3:3])[CH3:2].[CH3:31][N:32]([CH3:37])[CH2:33][CH2:34][CH2:35][NH2:36]>O1CCOCC1>[C:1]([C:5]1[CH:10]=[CH:9][C:8]([N:11]2[C:15](=[O:16])[C:14]([CH3:18])([CH3:17])[N:13]([CH2:19][C:20]3[CH:25]=[CH:24][N:23]=[C:22]([NH:28][C:27]([NH:36][CH2:35][CH2:34][CH2:33][N:32]([CH3:37])[CH3:31])=[O:26])[CH:21]=3)[C:12]2=[O:30])=[CH:7][CH:6]=1)([CH3:4])([CH3:3])[CH3:2]. Procedure details: A solution of 100 mg of 3-(4-tert-butylphenyl)-5,5-dimethyl-1-[(2-thioxo-2H-[1,2,4]oxadiazolo[2,3-a]pyridin-7-yl)methyl]imidazolidine-2,4-dione obtained in stage b) of Example 9 in 2 mL of dioxane and 35 μl of N,N-dimethyl-1,3-propanediamine is heated by microwave at 130° C. for 15 minutes. The reaction mixture is concentrated under reduced pressure and the residue is purified by chromatography on a column of silica, eluting with a mixture of dichloromethane/methanol/aqueous ammonia (75/23/2 by ... Reactants: SC=1NC2=C(N1)C=CC=C2 (2-mercaptobenzimidazole), ClCC1=NC=C(C(=C1C)OCCCOC)C (2-chloromethyl-4-(3-methoxypropoxy)-3,5-dimethylpyridine), [OH-].[Na+] (sodium hydroxide), C(C)O (ethanol). Yields the product COCCCOC1(C(C(=NC=C1)CSC1=NC2=C(N1)C=CC=C2)C)C (2-[4-(3-Methoxypropoxy)-3,4-Dimethylpyridine-2-Yl]Methylthio-1H-Benzimidazole). RXN SMILES: [SH:1][C:2]1[NH:3][C:4]2[CH:10]=[CH:9][CH:8]=[CH:7][C:5]=2[N:6]=1.Cl[CH2:12][C:13]1[C:18]([CH3:19])=[C:17]([O:20][CH2:21][CH2:22][CH2:23][O:24][CH3:25])[C:16](C)=[CH:15][N:14]=1.[OH-].[Na+].[CH2:29](O)C>>[CH3:25][O:24][CH2:23][CH2:22][CH2:21][O:20][C:17]1([CH3:29])[CH:16]=[CH:15][N:14]=[C:13]([CH2:12][S:1][C:2]2[NH:6][C:5]3[CH:7]=[CH:8][CH:9]=[CH:10][C:4]=3[N:3]=2)[CH:18]1[CH3:19] |f:2.3|. Procedure details: A mixture comprising 2.25 g (0.015 mol) of 2-mercaptobenzimidazole, 4.52 g (0.0185 mol) of 2-chloromethyl-4-(3-methoxypropoxy)-3,5-dimethylpyridine, 0.63 g (0.015 mol) of 95% sodium hydroxide and 50 ml of ethanol was stirred at 40° C. for 6 hours. After the completion of the reaction, the reaction mixture was distilled to remove the solvent. The residue was purified by silica gel column chromatography (ethyl acetate/n-hexane) to obtain 4.62 g of the title compound as a pale yellow oil. The reactants are N(N)C1=CC(N(C(N1CC(C)C)=O)C)=O (6-hydrazino-1-isobutyl-3-methylpyrimidine-2,4(1H,3H)-dione), S1C=C(C2=C1C=CC=C2)C=O (1-benzothiophene-3-carbaldehyde), CC1=C(SC=C1)C=O (3-methylthiophene-2-carbaldehyde). The product is S1C=C(C2=C1C=CC=C2)CN2N=C1N(C(N(C(C1=C2C=2SC=CC2C)=O)C)=O)CC(C)C (2-(1-benzothien-3-ylmethyl)-7-isobutyl-5-methyl-3-(3-methylthien-2-yl)-2H-pyrazolo[3,4-d]pyrimidine-4,6(5H,7H)-dione). As a reaction SMILES: [NH:1]([C:3]1[N:8]([CH2:9][CH:10]([CH3:12])[CH3:11])[C:7](=[O:13])[N:6]([CH3:14])[C:5](=[O:15])[CH:4]=1)[NH2:2].[S:16]1[C:20]2[CH:21]=[CH:22][CH:23]=[CH:24][C:19]=2[C:18]([CH:25]=O)=[CH:17]1.[CH3:27][C:28]1[CH:32]=[CH:31][S:30][C:29]=1[CH:33]=O>>[S:16]1[C:20]2[CH:21]=[CH:22][CH:23]=[CH:24][C:19]=2[C:18]([CH2:25][N:2]2[C:33]([C:29]3[S:30][CH:31]=[CH:32][C:28]=3[CH3:27])=[C:4]3[C:3]([N:8]([CH2:9][CH:10]([CH3:11])[CH3:12])[C:7](=[O:13])[N:6]([CH3:14])[C:5]3=[O:15])=[N:1]2)=[CH:17]1. Procedure details: This compound was made following the procedure described above, starting with 6-hydrazino-1-isobutyl-3-methylpyrimidine-2,4(1H,3H)-dione, and condensing first with 1-benzothiophene-3-carbaldehyde, followed by 3-methylthiophene-2-carbaldehyde. Mass: 464.85 (M+H). As a reaction SMILES: [Cl:1][C:2]1[CH:7]=[CH:6][C:5]([C:8]2[C:13]([O:14][CH2:15][CH:16]3[CH2:18][CH2:17]3)=[CH:12][N:11]=[C:10]([C:19]([OH:21])=O)[CH:9]=2)=[CH:4][CH:3]=1.Cl.[F:23][C:24]([F:33])([F:32])[C:25]1[N:29]=[C:28]([CH2:30][NH2:31])[O:27][N:26]=1>>[Cl:1][C:2]1[CH:3]=[CH:4][C:5]([C:8]2[C:13]([O:14][CH2:15][CH:16]3[CH2:17][CH2:18]3)=[CH:12][N:11]=[C:10]([C:19]([NH:31][CH2:30][C:28]3[O:27][N:26]=[C:25]([C:24]([F:33])([F:32])[F:23])[N:29]=3)=[O:21])[CH:9]=2)=[CH:6][CH:7]=1 |f:1.2|. Procedure: The title compound was synthesized in analogy to Example 1, using 4-(4-chloro-phenyl)-5-(cyclopropylmethyloxy)-pyridine-2-carboxylic acid (example H) and C-(3-trifluoromethyl-[1,2,4]oxadiazol-5-yl)-methylamine hydrochloride (CAS registry No. 944905-93-5; example AK) as starting materials; LC-MS (UV peak area/ESI) 100%, 453.0924 (M+H)+. Yields the product ClC1=CC=C(C=C1)C1=CC(=NC=C1OCC1CC1)C(=O)NCC1=NC(=NO1)C(F)(F)F (4-(4-chlorophenyl)-5-(cyclopropylmethoxy)-N-((3-(trifluoromethyl)-1,2,4-oxadiazol-5-yl)methyl)picolinamide). Reactants: ClC1=CC=C(C=C1)C1=CC(=NC=C1OCC1CC1)C(=O)O (4-(4-chloro-phenyl)-5-cyclopropylmethoxy-pyridine-2-carboxylic acid), Cl.FC(C1=NOC(=N1)CN)(F)F (C-(3-trifluoromethyl-[1,2,4]oxadiazol-5-yl)-methylamine hydrochloride). Starting materials: COC(=O)C1(CCC1)C1=CC=C(C=C1)NC1=NC(=NC2=C1CCC2)Cl (1-[4-(2-chloro-6,7-dihydro-5H-cyclopentapyrimidin-4-ylamino)-phenyl]cyclobutane carboxylic acid methyl ester), C1(=CC=CC=C1)O (phenol), C([O-])([O-])=O.[Cs+].[Cs+] (cesium carbonate). Reagents/catalysts: [Cu] (copper). The solvent is CN(C=O)C (dimethylformamide), O (water). Reaction conditions: temperature 27.5 celsius, time 13 hour. Product: COC(=O)C1(CCC1)C1=CC=C(C=C1)NC1=NC(=NC2=C1CCC2)OC2=CC=CC=C2 (1-[4-(2-phenoxy-6,7-dihydro-5H-cyclopentapyrimidin-4-ylamino)-phenyl]-cyclobutanecarboxylic acid methyl ester), solid. Isolated yield 43.0%. Reaction SMILES: [CH3:1][O:2][C:3]([C:5]1([C:9]2[CH:14]=[CH:13][C:12]([NH:15][C:16]3[C:21]4[CH2:22][CH2:23][CH2:24][C:20]=4[N:19]=[C:18](Cl)[N:17]=3)=[CH:11][CH:10]=2)[CH2:8][CH2:7][CH2:6]1)=[O:4].[C:26]1([OH:32])[CH:31]=[CH:30][CH:29]=[CH:28][CH:27]=1.C(=O)([O-])[O-].[Cs+].[Cs+]>CN(C)C=O.O.[Cu]>[CH3:1][O:2][C:3]([C:5]1([C:9]2[CH:14]=[CH:13][C:12]([NH:15][C:16]3[C:21]4[CH2:22][CH2:23][CH2:24][C:20]=4[N:19]=[C:18]([O:32][C:26]4[CH:31]=[CH:30][CH:29]=[CH:28][CH:27]=4)[N:17]=3)=[CH:11][CH:10]=2)[CH2:8][CH2:7][CH2:6]1)=[O:4] |f:2.3.4|. Procedure: The title compound was prepared following a published procedure in the literature (D'Angelo, N. D. et al. Tetrahedron Letters, 2006, 47, 5045-5048). A mixture of 1-[4-(2-chloro-6,7-dihydro-5H-cyclopentapyrimidin-4-ylamino)-phenyl]cyclobutane carboxylic acid methyl ester (0.45 g, 1.26 mmol), phenol (0.23 g, 2.5 mmol), copper powder (0.010 g) and cesium carbonate (1.25 g, 3.8 mmol) in anhydrous dimethylformamide (3 mL) was stirred at a temperature in the range of 10° C. to 100° C. for 6 to 20 hour...